This data is from the Open Reaction Database (ORD), a public repository of structured organic reaction records. The task is: describe an organic reaction: reactants, conditions, products, and yield Reactants: FC(C1=C(C=CC=C1)C1=CC(=CN1)C=O)(F)F (5-[2-(trifluoromethyl)phenyl]-1H-pyrrole-3-carbaldehyde), [H-].[Na+] (sodium hydride), Cl.N1=CC(=CC=C1)S(=O)(=O)Cl (Pyridine-3-sulfonyl chloride hydrochloride), C1COCCOCCOCCOCCO1 (15-Crown-5). The solvent is O1CCCC1 (tetrahydrofuran), [Cl-].[Na+].O (brine). Conditions: time 30 minute. Product: N1=CC(=CC=C1)S(=O)(=O)N1C=C(C=C1C1=C(C=CC=C1)C(F)(F)F)C=O (1-(Pyridin-3-ylsulfonyl)-5-[2-(trifluoromethyl)phenyl]-1H-pyrrole-3-carbaldehyde). Isolated yield 99.6%. As a reaction SMILES: [F:1][C:2]([F:17])([F:16])[C:3]1[CH:8]=[CH:7][CH:6]=[CH:5][C:4]=1[C:9]1[NH:13][CH:12]=[C:11]([CH:14]=[O:15])[CH:10]=1.[H-].[Na+].C1OCCOCCOCCOCCOC1.Cl.[N:36]1[CH:41]=[CH:40][CH:39]=[C:38]([S:42](Cl)(=[O:44])=[O:43])[CH:37]=1>O1CCCC1.[Cl-].[Na+].O>[N:36]1[CH:41]=[CH:40][CH:39]=[C:38]([S:42]([N:13]2[C:9]([C:4]3[CH:5]=[CH:6][CH:7]=[CH:8][C:3]=3[C:2]([F:16])([F:1])[F:17])=[CH:10][C:11]([CH:14]=[O:15])=[CH:12]2)(=[O:44])=[O:43])[CH:37]=1 |f:1.2,4.5,7.8.9|. Procedure details: To a solution (36 mL) of 5-[2-(trifluoromethyl)phenyl]-1H-pyrrole-3-carbaldehyde (240 mg) in tetrahydrofuran was added sodium hydride (60% in oil, 201 mg) at room temperature and the mixture was stirred for 30 min. 15-Crown-5 (1.11 g) was added dropwise and the mixture was stirred for 30 min. Pyridine-3-sulfonyl chloride hydrochloride (537 mg) was added, and the mixture was further stirred for 3 hr. Saturated brine was added to the reaction mixture, and the mixture was extracted with ethyl aceta... Reactants: C(=O)(OC)C1=C(C=CC=C1)S(=O)(=O)N(C)CC#N (o-carbomethoxy-N-cyanomethyl-N-methylbenzenesulfonamide), C[O-].[Na+].CO (sodium methoxide methanol). Run in C1(=CC=CC=C1)C (toluene). Run at time 1 hour. The product is C(#N)C=1N(S(C2=C(C1O)C=CC=C2)(=O)=O)C (3-Cyano-4-hydroxy-2-methyl-1,2-benzothiazine 1,1-Dioxide). The yield is 75.0%. As a reaction SMILES: [C:1]([C:5]1[CH:10]=[CH:9][CH:8]=[CH:7][C:6]=1[S:11]([N:14]([CH2:16][C:17]#[N:18])[CH3:15])(=[O:13])=[O:12])(OC)=[O:2].C[O-].[Na+].CO>C1(C)C=CC=CC=1>[C:17]([C:16]1[N:14]([CH3:15])[S:11](=[O:13])(=[O:12])[C:6]2[CH:7]=[CH:8][CH:9]=[CH:10][C:5]=2[C:1]=1[OH:2])#[N:18] |f:1.2.3|. Procedure details: To a solution of o-carbomethoxy-N-cyanomethyl-N-methylbenzenesulfonamide (108 g) in toluene (600 ml) was added 28% sodium methoxide-methanol solution (83 ml) with vigorous stirring. After 2 hours the solvent was evaporated to ca. 400 ml and water (800 ml) added to dissolve the viscous residue. The pH was adjusted to ca. 2 with 6N HCl. The resulting crystals were granulated for 1 hour, filtered off, washed with water and dried in vacuo to give the title product, 77.2 g (81.1%). Purified product w... Reactants: C(C)(C)N(CC)C(C)C (diisopropylethyl amine), COCCCN (3-methoxypropyl amine), ClS(=O)(=O)O (Chlorosulphonic acid), N(C1=CC=CC=C1)C1=NC=CC(=N1)C1=CN=CN1C (2-Anilino-4-(1-methylimidazol-5-yl)pyrimidine). The solvent is S(=O)(Cl)Cl (thionyl chloride), CCOC(=O)C (EtOAc). Run at temperature 0 celsius, time 15 minute. Product: COCCCNS(=O)(=O)C1=CC=C(NC2=NC=CC(=N2)C2=CN=CN2C)C=C1 (2-{4-[N-(3-Methoxypropyl)sulphamoyl]anilino}-4-(1-methylimidazol-5-yl)pyrimidine). Isolated yield 27.6%. RXN SMILES: Cl[S:2]([OH:5])(=O)=[O:3].[NH:6]([C:13]1[N:18]=[C:17]([C:19]2[N:23]([CH3:24])[CH:22]=[N:21][CH:20]=2)[CH:16]=[CH:15][N:14]=1)[C:7]1[CH:12]=[CH:11][CH:10]=[CH:9][CH:8]=1.C(N(C(C)C)CC)(C)C.[CH3:34][O:35][CH2:36][CH2:37][CH2:38][NH2:39]>S(Cl)(Cl)=O.CCOC(C)=O>[CH3:34][O:35][CH2:36][CH2:37][CH2:38][NH:39][S:2]([C:10]1[CH:11]=[CH:12][C:7]([NH:6][C:13]2[N:18]=[C:17]([C:19]3[N:23]([CH3:24])[CH:22]=[N:21][CH:20]=3)[CH:16]=[CH:15][N:14]=2)=[CH:8][CH:9]=1)(=[O:5])=[O:3]. Procedure details: Chlorosulphonic acid (0.22 ml, 3.18 mmol) was added to suspension of 2-anilino-4-(1-methylimidazol-5-yl)pyrimidine (Example 14; 200 mg, 0.80 mmol) in thionyl chloride (4 ml) cooled at 0° C. The mixture was allowed to warm to ambient temperature, stirred for 15 minutes then heated at reflux for 20 minutes. The volatiles were removed by evaporation and the solid residue dried under high vacuum. The residue was suspended in pyridine (3 ml), cooled to −20° C. and diisopropylethyl amine (0.56 ml, 3.9... Reactants: BrC=1C(=NC=C(C(=O)NC2=CC=C(C=C2)OC(F)(F)Cl)C1)N1C[C@@H](CC1)O ((R)-5-bromo-N-(4-(chlorodifluoromethoxy)phenyl)-6-(3-hydroxypyrrolidin-1-yl)nicotinamide), C(#N)C1=CC=C(N1C)B(O)O (5-cyano-1-methyl-1H-pyrrol-2-ylboronic acid). Yields the product ClC(OC1=CC=C(C=C1)NC(C1=CN=C(C(=C1)C=1N(C(=CC1)C#N)C)N1C[C@@H](CC1)O)=O)(F)F ((R)—N-(4-(Chlorodifluoromethoxy)phenyl)-5-(5-cyano-1-methyl-1H-pyrrol-2-yl)-6-(3-hydroxypyrrolidin-1-yl)nicotinamide). RXN SMILES: Br[C:2]1[C:3]([N:22]2[CH2:26][CH2:25][C@@H:24]([OH:27])[CH2:23]2)=[N:4][CH:5]=[C:6]([CH:21]=1)[C:7]([NH:9][C:10]1[CH:15]=[CH:14][C:13]([O:16][C:17]([Cl:20])([F:19])[F:18])=[CH:12][CH:11]=1)=[O:8].[C:28]([C:30]1[N:34]([CH3:35])[C:33](B(O)O)=[CH:32][CH:31]=1)#[N:29]>>[Cl:20][C:17]([F:19])([F:18])[O:16][C:13]1[CH:14]=[CH:15][C:10]([NH:9][C:7](=[O:8])[C:6]2[CH:21]=[C:2]([C:33]3[N:34]([CH3:35])[C:30]([C:28]#[N:29])=[CH:31][CH:32]=3)[C:3]([N:22]3[CH2:26][CH2:25][C@@H:24]([OH:27])[CH2:23]3)=[N:4][CH:5]=2)=[CH:11][CH:12]=1. Procedure: The title compound was prepared in an analogous fashion to that described in Stage 32.1 using (R)-5-bromo-N-(4-(chlorodifluoromethoxy)phenyl)-6-(3-hydroxypyrrolidin-1-yl)nicotinamide (Stage 22.1) and 5-cyano-1-methyl-1H-pyrrol-2-ylboronic acid to afford an off-white powder. HPLC (Condition 4) tR=5.96 min, UPLC-MS (Condition 3) tR=1.11 min, m/z=486 [M−H]−. Reactants: C1(=CC=CC=C1)C=1C=CC(=NC1)C (5-phenyl-2-methylpyridine), C1CC(=O)N(C1=O)Cl (NCS). Product: C1(=CC=CC=C1)C=1C=CC(=NC1)CCl (5-Phenylpyridin-2-ylmethyl chloride). RXN SMILES: [C:1]1([C:7]2[CH:8]=[CH:9][C:10]([CH3:13])=[N:11][CH:12]=2)[CH:6]=[CH:5][CH:4]=[CH:3][CH:2]=1.C1C(=O)N([Cl:21])C(=O)C1>>[C:1]1([C:7]2[CH:8]=[CH:9][C:10]([CH2:13][Cl:21])=[N:11][CH:12]=2)[CH:2]=[CH:3][CH:4]=[CH:5][CH:6]=1. Procedure details: MS(ESI) 204, 206 (M+H)+, Cl pattern. Prepared from 5-phenyl-2-methylpyridine (example 104) and NCS in place of NBS. Reactants: CC[N+](CC)(CC)Cc1ccccc1, COc1cc(C(=O)N2CCC(CCN3CCC(Nc4nc5ccccc5[nH]4)CC3)(c3ccc(F)c(F)c3)C2)cc(OC)c1OC, CCOC(C)=O, [Cl-], Fc1ccc(OCCCCl)cc1, ClCCl, [Na+], [OH-], O. Product: COc1cc(C(=O)N2CCC(CCN3CCC(Nc4nc5ccccc5n4CCCOc4ccc(F)cc4)CC3)(c3ccc(F)c(F)c3)C2)cc(OC)c1OC. As a reaction SMILES: [CH2:62]([N+:63]([CH2:64][CH3:65])([CH2:66][CH3:67])[CH2:68][c:69]1[cH:70][cH:71][cH:72][cH:73][cH:74]1)[CH3:75].[CH3:1][O:2][c:3]1[cH:4][c:5]([C:6](=[O:7])[N:8]2[CH2:9][C:10]([c:13]3[cH:14][c:15]([F:20])[c:16]([F:19])[cH:17][cH:18]3)([CH2:21][CH2:22][N:23]3[CH2:24][CH2:25][CH:26]([NH:29][c:30]4[n:31][c:32]5[c:33]([nH:34]4)[cH:35][cH:36][cH:37][cH:38]5)[CH2:27][CH2:28]3)[CH2:11][CH2:12]2)[cH:39][c:40]([O:44][CH3:45])[c:41]1[O:42][CH3:43].[CH3:76][CH2:77][O:78][C:79](=[O:80])[CH3:81].[Cl-:61].[Cl:46][CH2:47][CH2:48][CH2:49][O:50][c:51]1[cH:52][cH:53][c:54]([F:57])[cH:55][cH:56]1.[Cl:82][CH2:83][Cl:84].[Na+:59].[OH-:58].[OH2:60]>>[CH3:1][O:2][c:3]1[cH:4][c:5]([C:6](=[O:7])[N:8]2[CH2:9][C:10]([c:13]3[cH:14][c:15]([F:20])[c:16]([F:19])[cH:17][cH:18]3)([CH2:21][CH2:22][N:23]3[CH2:24][CH2:25][CH:26]([NH:29][c:30]4[n:31]([CH2:47][CH2:48][CH2:49][O:50][c:51]5[cH:52][cH:53][c:54]([F:57])[cH:55][cH:56]5)[c:32]5[c:33]([n:34]4)[cH:35][cH:36][cH:37][cH:38]5)[CH2:27][CH2:28]3)[CH2:11][CH2:12]2)[cH:39][c:40]([O:44][CH3:45])[c:41]1[O:42][CH3:43]. Product: N#CC1(N)CCCCC1. Starting materials: [Cl-], [NH4+], [NH4+], N#C[Na], O=C1CCCCC1, [OH-], O. RXN SMILES: [Cl-:6].[NH4+:4].[NH4+:7].[Na:1][C:2]#[N:3].[O:8]=[C:9]1[CH2:10][CH2:11][CH2:12][CH2:13][CH2:14]1.[OH-:5].[OH2:15]>>[C:2](#[N:3])[C:9]1([NH2:4])[CH2:10][CH2:11][CH2:12][CH2:13][CH2:14]1. Starting materials: C(O)([O-])=O.[Na+] (sodium hydrogen carbonate), ClC1=CC=C(C=C1)CC(N)=NO ((4-chlorophenyl)acetamidoxime), [H-].[Na+] (sodium hydride), CN1CCN(CC1)C1=C2C=C(NC2=CC=C1)C(=O)OC1=CC=C(C=C1)F (4-methyl-1-(2-(4-fluorophenoxycarbonyl)-1H-indol4-yl)piperazine). Solvent: O1CCCC1 (tetrahydrofuran). The product is ClC1=CC=C(C=C1)CC1=NOC(=N1)C=1NC2=CC=CC(=C2C1)N1CCN(CC1)C (3-(4-Chlorophenylmethyl)-5-(4-(4-methylpiperazin-1-yl)-1H-indol-2-yl)-1,2,4-oxadiazole). The yield is 4.4%. As a reaction SMILES: [Cl:1][C:2]1[CH:7]=[CH:6][C:5]([CH2:8][C:9](=[N:11][OH:12])[NH2:10])=[CH:4][CH:3]=1.[H-].[Na+].[CH3:15][N:16]1[CH2:21][CH2:20][N:19]([C:22]2[CH:30]=[CH:29][CH:28]=[C:27]3[C:23]=2[CH:24]=[C:25]([C:31](OC2C=CC(F)=CC=2)=O)[NH:26]3)[CH2:18][CH2:17]1.C(=O)([O-])O.[Na+]>O1CCCC1>[Cl:1][C:2]1[CH:3]=[CH:4][C:5]([CH2:8][C:9]2[N:10]=[C:31]([C:25]3[NH:26][C:27]4[C:23]([CH:24]=3)=[C:22]([N:19]3[CH2:18][CH2:17][N:16]([CH3:15])[CH2:21][CH2:20]3)[CH:30]=[CH:29][CH:28]=4)[O:12][N:11]=2)=[CH:6][CH:7]=1 |f:1.2,4.5|. Procedure details: To a stirred solution of (4-chlorophenyl)acetamidoxime (2.21 g from above, assumed 10 mmol, 15 equivalents) and sodium hydride (60% in oil, 0.460 g, 11.5 mmol, 17 equivalents) in anhydrous tetrahydrofuran (25 mL) was added crude 4-methyl-1-(2-(4-fluorophenoxycarbonyl)-1H-indol4-yl)piperazine (0.225 g from above, assumed 0.68 mmol), and the resulting reaction mixture was heated at reflux under nitrogen for 6 hours. A saturated solution of sodium hydrogen carbonate (25 mL) was added, and the resul... Reactants: C1(=CC=CC=C1)N1N=CC(=C(C1=O)C1=CC=C(C=C1)F)OS(=O)(=O)C(F)(F)F (2-phenyl-4-(4-fluorophenyl)-5-trifluoromethanesulfonyloxy-3(2H)-pyridazinone), CSC1=CC=C(C=C1)B(O)O (4-(methylthio)phenylboronic acid). Product: C1(=CC=CC=C1)N1N=CC(=C(C1=O)C1=CC=C(C=C1)F)C1=CC=C(C=C1)SC (2-phenyl-4-(4-fluorophenyl)-5-[4-(methylthio)phenyl]-3(2H)-pyridazinone). The yield is 92.0%. As a reaction SMILES: [C:1]1([N:7]2[C:12](=[O:13])[C:11]([C:14]3[CH:19]=[CH:18][C:17]([F:20])=[CH:16][CH:15]=3)=[C:10](OS(C(F)(F)F)(=O)=O)[CH:9]=[N:8]2)[CH:6]=[CH:5][CH:4]=[CH:3][CH:2]=1.[CH3:29][S:30][C:31]1[CH:36]=[CH:35][C:34](B(O)O)=[CH:33][CH:32]=1>>[C:1]1([N:7]2[C:12](=[O:13])[C:11]([C:14]3[CH:15]=[CH:16][C:17]([F:20])=[CH:18][CH:19]=3)=[C:10]([C:34]3[CH:35]=[CH:36][C:31]([S:30][CH3:29])=[CH:32][CH:33]=3)[CH:9]=[N:8]2)[CH:6]=[CH:5][CH:4]=[CH:3][CH:2]=1. Procedure details: The 2-phenyl-4-(4-fluorophenyl)-5-trifluoromethanesulfonyloxy-3(2H)-pyridazinone was coupled with 4-(methylthio)phenylboronic acid as in Example 9 to provide 2-phenyl-4-(4-fluorophenyl)-5-[4-(methylthio)phenyl]-3(2H)-pyridazinone (yield: 915 mg, 92%) which was immediately oxidized with peracetic acid as in Example 9 to provide the title compound after column chromatography (silica gel, 1:1 hexanes-ethyl acetate) and crystallization from diethyl ether-hexanes (yield: 288 mg, 69%). mp 219-220° C. ... Starting materials: C(C1=CC=CC=C1)OCCOC1=CC=C(C=C1)C(=C(CCO)C1=CC=C(C=C1)OCC1=CC=CC=C1)C1=CC=C(C=C1)OCC1=CC=CC=C1 (4-[4-(2-benzyloxyethoxy)phenyl]-3,4-bis-(4-benzyloxypheny)-but-3-en-1-ol), C1(=CC=CC=C1)P(C1=CC=CC=C1)C1=CC=CC=C1 (triphenyl phosphine), C(Cl)(Cl)(Cl)Cl (carbon tetrachloride). The product is C(C1=CC=CC=C1)OCCOC1=CC=C(C=C1)C(=C(CCCl)C1=CC=C(C=C1)OCC1=CC=CC=C1)C1=CC=C(C=C1)OCC1=CC=CC=C1 (1-[4-(2-benzyloxyethoxy)phenyl]-1,2-bis-(4-benzyloxyphenyl)-4-chlorobut-1-ene). RXN SMILES: [CH2:1]([O:8][CH2:9][CH2:10][O:11][C:12]1[CH:17]=[CH:16][C:15]([C:18]([C:37]2[CH:42]=[CH:41][C:40]([O:43][CH2:44][C:45]3[CH:50]=[CH:49][CH:48]=[CH:47][CH:46]=3)=[CH:39][CH:38]=2)=[C:19]([C:23]2[CH:28]=[CH:27][C:26]([O:29][CH2:30][C:31]3[CH:36]=[CH:35][CH:34]=[CH:33][CH:32]=3)=[CH:25][CH:24]=2)[CH2:20][CH2:21]O)=[CH:14][CH:13]=1)[C:2]1[CH:7]=[CH:6][CH:5]=[CH:4][CH:3]=1.C1(P(C2C=CC=CC=2)C2C=CC=CC=2)C=CC=CC=1.C(Cl)(Cl)(Cl)[Cl:71]>>[CH2:1]([O:8][CH2:9][CH2:10][O:11][C:12]1[CH:17]=[CH:16][C:15]([C:18]([C:37]2[CH:42]=[CH:41][C:40]([O:43][CH2:44][C:45]3[CH:50]=[CH:49][CH:48]=[CH:47][CH:46]=3)=[CH:39][CH:38]=2)=[C:19]([C:23]2[CH:28]=[CH:27][C:26]([O:29][CH2:30][C:31]3[CH:36]=[CH:35][CH:34]=[CH:33][CH:32]=3)=[CH:25][CH:24]=2)[CH2:20][CH2:21][Cl:71])=[CH:14][CH:13]=1)[C:2]1[CH:7]=[CH:6][CH:5]=[CH:4][CH:3]=1. Reported procedure: 1-[4-(2-benzyloxyethoxy)phenyl]-1,2-bis-(4-benzyloxyphenyl)-4-chlorobut-1-ene was prepared from 4-[4-(2-benzyloxyethoxy)phenyl]-3,4-bis-(4-benzyloxypheny)-but-3-en-1-ol (0.65 g, 0.98 mmol),triphenyl phosphine (0.5 g, 1.96 mmol) and carbon tetrachloride (0.74 g, 4.9 mmol) by the method described in example 2. The product was purified by flash chromatography (toluene). Yield 0.42 g.